This data is from the Open Reaction Database (ORD), a public repository of structured organic reaction records. The task is: describe an organic reaction: reactants, conditions, products, and yield The reactants are C([O-])([O-])=O.[K+].[K+] (Potassium carbonate), [I-].[K+] (potassium iodide), COC(C(CC1=CC=C(C=2C=COC21)O)OCC)=O ([rac]-2-ethoxy-3-(4-hydroxy-benzofuran-7-yl)-propionic acid methyl ester), ClCC=1N=C(OC1C)C1=CC=CC=C1 (4-chloromethyl-5-methyl-2-phenyl-oxazole). Run in CN(C=O)C (N,N-dimethylformamide). Conditions: temperature 80 celsius, time 12 hour. Product: COC(C(CC1=CC=C(C=2C=COC21)OCC=2N=C(OC2C)C2=CC=CC=C2)OCC)=O ([rac]-2-ethoxy-3-[4-(5-methyl-2-phenyl-oxazol-4-ylmethoxy)-benzofuran-7-yl]-propionic acid methyl ester). As a reaction SMILES: C(=O)([O-])[O-].[K+].[K+].[I-].[K+].[CH3:9][O:10][C:11](=[O:27])[CH:12]([O:24][CH2:25][CH3:26])[CH2:13][C:14]1[C:22]2[O:21][CH:20]=[CH:19][C:18]=2[C:17]([OH:23])=[CH:16][CH:15]=1.Cl[CH2:29][C:30]1[N:31]=[C:32]([C:36]2[CH:41]=[CH:40][CH:39]=[CH:38][CH:37]=2)[O:33][C:34]=1[CH3:35]>CN(C)C=O>[CH3:9][O:10][C:11](=[O:27])[CH:12]([O:24][CH2:25][CH3:26])[CH2:13][C:14]1[C:22]2[O:21][CH:20]=[CH:19][C:18]=2[C:17]([O:23][CH2:29][C:30]2[N:31]=[C:32]([C:36]3[CH:41]=[CH:40][CH:39]=[CH:38][CH:37]=3)[O:33][C:34]=2[CH3:35])=[CH:16][CH:15]=1 |f:0.1.2,3.4|. Procedure: Potassium carbonate (37 mg, 300 μmol, 1.4 eq.) and potassium iodide (4 mg, 30 μmol, 0.1 eq.) were added to a solution of [rac]-2-ethoxy-3-(4-hydroxy-benzofuran-7-yl)-propionic acid methyl ester (50 mg, 189 μmol) and 4-chloromethyl-5-methyl-2-phenyl-oxazole (39 mg, 189 μmol, 1 eq.) in N,N-dimethylformamide (0.5 ml). The mixture was shaken at 80° C. for 12 h, filtered off and the filtrate evaporated in vacuo to give [rac]-2-ethoxy-3-[4-(5-methyl-2-phenyl-oxazol-4-ylmethoxy)-benzofuran-7-yl]-propio... Starting materials: ClC1=NC(=C(C(=N1)N)N)C (2-Chloro-4,5-diamino-6-methylpyrimidine), COC(CCC)(OC)OC (trimethylorthobutyrate), CC=1C=CC(=CC1)S(=O)(=O)O (p-TsOH). Solvent: COCCO (2-methoxyethanol). Conditions: temperature 140 celsius. Yields the product ClC1=NC(=C2NC(=NC2=N1)CCC)C (2-Chloro-6-methyl-8-propylpurine). The yield is 47.1%. RXN SMILES: [Cl:1][C:2]1[N:7]=[C:6]([NH2:8])[C:5]([NH2:9])=[C:4]([CH3:10])[N:3]=1.CO[C:13](OC)(OC)[CH2:14][CH2:15][CH3:16].CC1C=CC(S(O)(=O)=O)=CC=1>COCCO>[Cl:1][C:2]1[N:7]=[C:6]2[C:5]([NH:9][C:13]([CH2:14][CH2:15][CH3:16])=[N:8]2)=[C:4]([CH3:10])[N:3]=1. Procedure: A mixture of 2-Chloro-4,5-diamino-6-methylpyrimidine (0.80 g, 5.04 mmol), trimethylorthobutyrate (1.2 ml, 7.6 mmol) and p-TsOH (0.08 g) in 2-methoxyethanol (24 ml) was heated in an oil bath at 140° C. for 24 hours. The product was isolated as described in Step 2 of Example 12 and purified by flash chromatography using EtOAc-hexane (1:1) to give the crystalline titled compound (0.5 g, 47%). Reactants: Brc1cnc2nc[nH]c2c1, O=C([O-])[O-], COc1ccc(CCl)cc1, [Cs+], [Cs+], CN(C)C=O. Product: COc1ccc(Cn2cnc3ncc(Br)cc32)cc1. As a reaction SMILES: [Br:1][c:2]1[cH:3][c:4]2[c:5]([n:6][cH:7]1)[n:8][cH:9][nH:10]2.[C:21](=[O:22])([O-:23])[O-:24].[Cl:11][CH2:12][c:13]1[cH:14][cH:15][c:16]([O:19][CH3:20])[cH:17][cH:18]1.[Cs+:25].[Cs+:26].[O:27]=[CH:28][N:29]([CH3:30])[CH3:31]>>[Br:1][c:2]1[cH:3][c:4]2[c:5]([n:6][cH:7]1)[n:8][cH:9][n:10]2[CH2:12][c:13]1[cH:14][cH:15][c:16]([O:19][CH3:20])[cH:17][cH:18]1.